This data is from the Open Reaction Database (ORD), a public repository of structured organic reaction records. The task is: describe an organic reaction: reactants, conditions, products, and yield The reactants are CCO, CCOC(=O)c1cn(-c2ccccc2F)nn1, [Na+], [OH-]. Product: O=C(O)c1cn(-c2ccccc2F)nn1. RXN SMILES: [CH3:18][CH2:19][OH:20].[F:1][c:2]1[c:3](-[n:8]2[n:9][n:10][c:11]([C:13](=[O:14])[O:15][CH2:16][CH3:17])[cH:12]2)[cH:4][cH:5][cH:6][cH:7]1.[Na+:22].[OH-:21]>>[F:1][c:2]1[c:3](-[n:8]2[n:9][n:10][c:11]([C:13](=[O:14])[OH:15])[cH:12]2)[cH:4][cH:5][cH:6][cH:7]1. Reaction SMILES: [C:1](=[O:2])([CH3:3])[S:4][CH:5]([C:6](=[O:7])[OH:8])[CH2:9][C:10]([c:11]1[cH:12][cH:13][c:14]([O:17][c:18]2[cH:19][cH:20][cH:21][cH:22][cH:23]2)[cH:15][cH:16]1)=[O:24].[O:31]1[CH2:32][CH2:33][O:34][CH2:35][CH2:36]1.[OH2:25].[S:26](=[O:27])(=[O:28])([OH:29])[OH:30]>>[SH:4][CH:5]([C:6](=[O:7])[OH:8])[CH2:9][C:10]([c:11]1[cH:12][cH:13][c:14]([O:17][c:18]2[cH:19][cH:20][cH:21][cH:22][cH:23]2)[cH:15][cH:16]1)=[O:24]. The product is O=C(CC(S)C(=O)O)c1ccc(Oc2ccccc2)cc1. Reactants: CC(=O)SC(CC(=O)c1ccc(Oc2ccccc2)cc1)C(=O)O, C1COCCO1, O, O=S(=O)(O)O. Reactants: C(C)(C)NC(C)C (diisopropylamine), C(CCC)[Li] (n-butyllithium), BrCC1=CC2=CC=C(C=C2C=C1)CBr (2,6-bis(bromomethyl)naphthalene), C(C(C)C)(=O)OC (methyl isobutyrate). Run in O1CCCC1 (tetrahydrofuran), CCCCCC (hexane). Reaction conditions: time 1 hour. Product: C(=O)(OC)C(CC1=CC2=CC=C(C=C2C=C1)CC(C)(C(=O)OC)C)(C)C (2,6-bis(2-carbomethoxy-2-methylpropyl)naphthalene). As a reaction SMILES: C(N[CH:5]([CH3:7])[CH3:6])(C)C.C([Li])CCC.[C:13]([O:18][CH3:19])(=[O:17])[CH:14]([CH3:16])[CH3:15].Br[CH2:21][C:22]1[CH:31]=[CH:30][C:29]2[C:24](=[CH:25][CH:26]=[C:27]([CH2:32]Br)[CH:28]=2)[CH:23]=1>O1CCCC1.CCCCCC>[C:13]([C:5]([CH3:6])([CH3:7])[CH2:21][C:22]1[CH:31]=[CH:30][C:29]2[C:24](=[CH:25][CH:26]=[C:27]([CH2:32][C:14]([CH3:16])([C:13]([O:18][CH3:19])=[O:17])[CH3:15])[CH:28]=2)[CH:23]=1)([O:18][CH3:19])=[O:17]. Procedure: To a solution of 56 ml of diisopropylamine in 1200 ml of dry tetrahydrofuran at -78° C was added 260 ml of 1.6 M n-butyllithium in hexane. After 1 hr of stirring, 40.4 g of methyl isobutyrate was added dropwise and the solution was stirred another 30 minutes. A 60-g portion of 2,6-bis(bromomethyl)naphthalene was added slowly, and the reaction mixture was stirred overnight and then brought to room temperature. Tetrahydrofuran was removed by evaporation. The residue was dissolved in 300 ml of CHCl... The reactants are ClC1=C(C(=O)NC=2SC(=CN2)C)C=C(C=C1)Cl (2,5-dichloro-N-(5-methylthiazol-2-yl)benzamide), [H-].[Na+] (sodium hydride), ClCC=1N=C(SC1)C (4-(chloromethyl)-2-methylthiazole). The reagents and catalysts are [I-].C(CCC)[N+](CCCC)(CCCC)CCCC (tetrabutylammonium iodide). The solvent is CN(C=O)C.O1CCCC1 (N,N-dimethylformamide tetrahydrofuran), C(C)(=O)OCC (ethyl acetate). Run at temperature 80 celsius, time 16 hour. The product is ClC1=C(C(=O)\N=C\2/SC(=CN2CC=2N=C(SC2)C)C)C=C(C=C1)Cl (2,5-dichloro-N-[(2Z)-5-methyl-3-[(2-methyl-1,3-thiazol-4-yl)methyl]-1,3-thiazol-2(3H)-ylidene]benzamide). Reaction SMILES: [Cl:1][C:2]1[CH:16]=[CH:15][C:14]([Cl:17])=[CH:13][C:3]=1[C:4]([NH:6][C:7]1[S:8][C:9]([CH3:12])=[CH:10][N:11]=1)=[O:5].[H-].[Na+].Cl[CH2:21][C:22]1[N:23]=[C:24]([CH3:27])[S:25][CH:26]=1>CN(C)C=O.O1CCCC1.[I-].C([N+](CCCC)(CCCC)CCCC)CCC.C(OCC)(=O)C>[Cl:1][C:2]1[CH:16]=[CH:15][C:14]([Cl:17])=[CH:13][C:3]=1[C:4](/[N:6]=[C:7]1\[S:8][C:9]([CH3:12])=[CH:10][N:11]\1[CH2:21][C:22]1[N:23]=[C:24]([CH3:27])[S:25][CH:26]=1)=[O:5] |f:1.2,4.5,6.7|. Procedure: To a solution of Example 20A (0.6 g, 2.1 mmol) in N,N-dimethylformamide/tetrahydrofuran (1:4, 20 mL) were added sodium hydride (60% dispersion in mineral oil, 0.1 g, 2.5 mmol), tetrabutylammonium iodide (0.09, 0.23 mmol) and commercially available 4-(chloromethyl)-2-methylthiazole (Maybridge, 0.37 g, 2.5 mmol). The reaction mixture was stirred at 80° C. for 16 hours, cooled, diluted with ethyl acetate (20 mL) and quenched with saturated aqueous NaHCO3 (20 mL). The aqueous layer was extracted wit... The reactants are CS(C)=O, CS(=O)(=O)OC1COCC1c1ccc(F)cc1, [N-]=[N+]=[N-], [Na+], O. The product is [N-]=[N+]=NC1COCC1c1ccc(F)cc1. Reaction SMILES: [CH3:22][S:23]([CH3:24])=[O:25].[CH3:5][S:6]([O:7][CH:10]1[CH2:11][O:12][CH2:13][CH:14]1[c:15]1[cH:16][cH:17][c:18]([F:21])[cH:19][cH:20]1)(=[O:8])=[O:9].[N-:2]=[N+:3]=[N-:4].[Na+:1].[OH2:26]>>[N:2](=[N+:3]=[N-:4])[CH:10]1[CH2:11][O:12][CH2:13][CH:14]1[c:15]1[cH:16][cH:17][c:18]([F:21])[cH:19][cH:20]1. Starting materials: CCOC(=S)[S-], CC(=O)[O-], CCO, COc1ccc(Cl)c(N)c1, ClCCl, Cl, [K+], [K+], O=N[O-], [Na+], [Na+], [OH-], O. Product: COc1ccc(Cl)c(S)c1. RXN SMILES: [CH2:21]([O:22][C:23]([S-:24])=[S:25])[CH3:26].[CH3:17][C:18](=[O:19])[O-:20].[CH3:31][CH2:32][OH:33].[Cl:2][c:3]1[c:4]([NH2:5])[cH:6][c:7]([O:10][CH3:11])[cH:8][cH:9]1.[Cl:34][CH2:35][Cl:36].[ClH:1].[K+:27].[K+:29].[N:12]([O-:13])=[O:14].[Na+:15].[Na+:16].[OH-:28].[OH2:30]>>[Cl:2][c:3]1[c:4]([SH:25])[cH:6][c:7]([O:10][CH3:11])[cH:8][cH:9]1. Starting materials: O (water), solution, B(Br)(Br)Br (boron tribromide), COC(C1=C(C(C(=O)OC)=CC=C1)N1C=CC=C1)=O (2-pyrrol-1-ylisophthalic acid dimethyl ester). The solvent is ClCCl (dichloromethane), ClCCl (dichloromethane). Run at time 2 hour. The product is COC(=O)C=1C=CC=C2C(C=3N(C12)C=CC3)=O (9-oxo-9H-pyrrolo[1,2-a]indole-5-carboxylic acid methyl ester). The yield is 53.5%. As a reaction SMILES: B(Br)(Br)Br.CO[C:7](=[O:23])[C:8]1[CH:17]=[CH:16][CH:15]=[C:10]([C:11]([O:13][CH3:14])=[O:12])[C:9]=1[N:18]1[CH:22]=[CH:21][CH:20]=[CH:19]1.O>ClCCl>[CH3:14][O:13][C:11]([C:10]1[CH:15]=[CH:16][CH:17]=[C:8]2[C:9]=1[N:18]1[CH:19]=[CH:20][CH:21]=[C:22]1[C:7]2=[O:23])=[O:12]. Reported procedure: In a 50 ml round-bottomed flask, 3 ml of a 1M solution of boron tribromide in dichloromethane are added, at ambient temperature, to a mixture of 260 mg of 2-pyrrol-1-ylisophthalic acid dimethyl ester (which can be prepared according to Helvetica Chim. Acta 1983, 66(7), 2135) dissolved in 4 ml of dichloromethane. The reaction medium is stirred at ambient temperature for 2 hours and then 5 ml of water are added. After separation by settling out, the aqueous phase is re-extracted with twice 15 ml o... The reactants are [OH-].[Na+] (sodium hydroxide), C(Cl)C1CO1 (epichlorohydrin), [OH-].[Na+] (sodium hydroxide), OC1=C(C=CC(=C1)O)C12CC3CC(CC(C1)C3)C2 (1-(2,4-dihydroxyphenyl)adamantane), OC1=C(C=CC(=C1)O)C12CC3CC(CC(C1)C3)C2 (1-(2,4-dihydroxyphenyl)adamantane), CCC(=O)C (MEK). Solvent: CS(=O)C (DMSO), CC(C)CC(=O)C (MIBK), CC(C)CC(=O)C (MIBK). Conditions: temperature 45 celsius, time 0.5 hour. The product is C(C1CO1)OC1=C(C=CC(=C1)OCC1CO1)C12CC3CC(CC(C1)C3)C2 (1-(2,4-diglycidyloxyphenyl)adamantane). Isolated yield 94.0%. As a reaction SMILES: [CH2:1]([CH:3]1[O:5][CH2:4]1)Cl.[OH:6][C:7]1[CH:12]=[C:11]([OH:13])[CH:10]=[CH:9][C:8]=1[C:14]12[CH2:23][CH:18]3[CH2:19][CH:20]([CH2:22][CH:16]([CH2:17]3)[CH2:15]1)[CH2:21]2.[OH-].[Na+].C[CH2:27][C:28]([CH3:30])=[O:29]>CC(CC(C)=O)C.CS(C)=O>[CH2:1]([O:6][C:7]1[CH:12]=[C:11]([O:13][CH2:27][CH:28]2[O:29][CH2:30]2)[CH:10]=[CH:9][C:8]=1[C:14]12[CH2:15][CH:16]3[CH2:22][CH:20]([CH2:19][CH:18]([CH2:17]3)[CH2:23]1)[CH2:21]2)[CH:3]1[O:5][CH2:4]1 |f:2.3|. Procedure details: Into a separable flask having an inner volume of 300 ml and equipped with a reflux condenser, a stiffer, a thermometer, and a nitrogen inlet were charged 30 ml of MIBK, 60 ml of DMSO, and 65 g (0.70 mol) of epichlorohydrin. After the atmosphere was displaced with nitrogen, 20.6 g (0.09 mol) of 1-(2,4-dihydroxyphenyl)adamantane synthesized in the above (1) was added and the mixture was heated to 45° C. with agitation. Into this solution, 7.6 g (0.19 mol) of sodium hydroxide was added over 0.5 hou... The reactants are ClC=1C=C(CN)C=CC1 (3-chlorobenzylamine), C([O-])([O-])=O.[K+].[K+] (potassium carbonate), C(C)(C)(C)OC(=O)N1CCN(CC1)C1=NC=CC(=N1)Cl (4-(4-chloro-pyrimidin-2-yl)-piperazine-1-carboxylic acid tert-butyl ester), O (H2O). The solvent is C(C)O (ethanol). Yields the product C(C)(C)(C)OC(=O)N1CCN(CC1)C1=NC=CC(=N1)NCC1=CC(=CC=C1)Cl (4-[4-(3-Chloro-benzylamino)-pyrimidin-2-yl]-piperazine-1-carboxylic acid tert-butyl ester). RXN SMILES: [C:1]([O:5][C:6]([N:8]1[CH2:13][CH2:12][N:11]([C:14]2[N:19]=[C:18](Cl)[CH:17]=[CH:16][N:15]=2)[CH2:10][CH2:9]1)=[O:7])([CH3:4])([CH3:3])[CH3:2].[Cl:21][C:22]1[CH:23]=[C:24]([CH:27]=[CH:28][CH:29]=1)[CH2:25][NH2:26].C(=O)([O-])[O-].[K+].[K+].O>C(O)C>[C:1]([O:5][C:6]([N:8]1[CH2:13][CH2:12][N:11]([C:14]2[N:19]=[C:18]([NH:26][CH2:25][C:24]3[CH:27]=[CH:28][CH:29]=[C:22]([Cl:21])[CH:23]=3)[CH:17]=[CH:16][N:15]=2)[CH2:10][CH2:9]1)=[O:7])([CH3:4])([CH3:3])[CH3:2] |f:2.3.4|. Procedure: A mixture of 4-(4-chloro-pyrimidin-2-yl)-piperazine-1-carboxylic acid tert-butyl ester I-2a (100 mg, 0.33 mmol), 3-chlorobenzylamine (0.65 mL, 5.3 mmol) and potassium carbonate (71 mg, 0.67 mmol) in ethanol (5 mL) was heated at reflux for 24 h. The reaction mixture was cooled to room temperature, poured into H2O (15 mL) and extracted with EtOAc (2×18 mL). The combined organic extracts were washed with H2O (2×10 mL), brine, dried (Na2SO4) and concentrated in vacuo. The residue was purified by chr... Starting materials: CC1(OCC(CO1)(CN1CC2=CC=C(C=C2CC1)CCCCCCCC)NC(OC(C)(C)C)=O)C (tert-Butyl 2,2-dimethyl-5-((6-octyl-3,4-dihydroisoquinolin-2(1H)-yl)methyl)-1,3-dioxan-5-ylcarbamate), CC1(OCC(CO1)(CN1CC2=CC=C(C=C2C1)CCCCCCCC)NC(OC(C)(C)C)=O)C (tert-butyl 2,2-dimethyl-5-((5-octylisoindolin-2-yl)methyl)-1,3-dioxan-5-ylcarbamate). Yields the product NC(CO)(CO)CN1CC2=CC=C(C=C2CC1)CCCCCCCC (2-Amino-2-((6-octyl-3,4-dihydroisoquinolin-2(1H)-yl)methyl) propane-1,3-diol). Yield: 68.0%. As a reaction SMILES: CC1(C)[O:7][CH2:6][C:5]([NH:27]C(=O)OC(C)(C)C)([CH2:8][N:9]2[CH2:18][CH2:17][C:16]3[C:11](=[CH:12][CH:13]=[C:14]([CH2:19][CH2:20][CH2:21][CH2:22][CH2:23][CH2:24][CH2:25][CH3:26])[CH:15]=3)[CH2:10]2)[CH2:4][O:3]1.CC1(C)OCC(NC(=O)OC(C)(C)C)(CN2CC3C(=CC=C(CCCCCCCC)C=3)C2)CO1>>[NH2:27][C:5]([CH2:8][N:9]1[CH2:18][CH2:17][C:16]2[C:11](=[CH:12][CH:13]=[C:14]([CH2:19][CH2:20][CH2:21][CH2:22][CH2:23][CH2:24][CH2:25][CH3:26])[CH:15]=2)[CH2:10]1)([CH2:6][OH:7])[CH2:4][OH:3]. Procedure: When the product of Step F is substituted for tert-butyl 2,2-dimethyl-5-((5-octylisoindolin-2-yl)methyl)-1,3-dioxan-5-ylcarbamate in Example 2, Step G, the identical process afforded the title compound in 68% yield., as a colourless solid. 1H-NMR (CDCl3) 0.86 (tr, 3H, J=6.9 Hz); 1.26 (m, 10H); 1.54 (m, 2H); 2.48-3 (m, 3H); 3.54 (s, 4H); 3.76 (s, 2H); 6.7 p-7.06 (m, 3H).